From a dataset of the Open Reaction Database (ORD), a public repository of structured organic reaction records. describe an organic reaction: reactants, conditions, products, and yield The reactants are CC=1OC2=C(C=CC=C2C(C1)=O)C=C(C(=O)C1=CC=CC=C1)C(C)=O (2-[(2-methyl-4-oxo-4H-chromen-8-yl)methylene]-1-phenylbutane-1,3-dione), N\C(=C/C(=O)OC)\C (methyl 3-aminocrotonate). Run in C(C)O (ethanol). Product: C(C1=CC=CC=C1)(=O)C=1C(C(=C(NC1C)C)C(=O)OC)C=1C=CC=C2C(C=C(OC12)C)=O (Methyl 5-benzoyl-2,6-dimethyl-4-(2-methyl-4-oxo-4H-chromen-8-yl)-1,4-dihydropyridine-3-carboxylate). RXN SMILES: [CH3:1][C:2]1[O:3][C:4]2[C:9]([C:10](=[O:12])[CH:11]=1)=[CH:8][CH:7]=[CH:6][C:5]=2[CH:13]=[C:14]([C:23](=O)[CH3:24])[C:15]([C:17]1[CH:22]=[CH:21][CH:20]=[CH:19][CH:18]=1)=[O:16].[NH2:26]/[C:27](/[CH3:33])=[CH:28]\[C:29]([O:31][CH3:32])=[O:30]>C(O)C>[C:15]([C:14]1[CH:13]([C:5]2[CH:6]=[CH:7][CH:8]=[C:9]3[C:4]=2[O:3][C:2]([CH3:1])=[CH:11][C:10]3=[O:12])[C:28]([C:29]([O:31][CH3:32])=[O:30])=[C:27]([CH3:33])[NH:26][C:23]=1[CH3:24])(=[O:16])[C:17]1[CH:18]=[CH:19][CH:20]=[CH:21][CH:22]=1. Reported procedure: 250 mg (0.75 mmol) of 2-[(2-methyl-4-oxo-4H-chromen-8-yl)methylene]-1-phenylbutane-1,3-dione are dissolved with 116 mg (1.0 mmol) of methyl 3-aminocrotonate in 5 ml of ethanol and heated under reflux under argon for 24 h. The reaction solution is purified by preparative HPLC. Concentration of the product fractions and crystallization from ethyl acetate result in 158 mg (49% of theory) of the title compound as a yellow solid. Starting materials: BrC=1C=C2C(=C(C=NC2=CC1)C(CCC)=O)NC1=CC=C(C=C1)CN(C)C (1-(6-bromo-4-((4-((dimethylamino)methyl)phenyl)amino)quinolin-3-yl)butan-1-one), ClC1=C(C(=CC(=C1)B1OC(C(O1)(C)C)(C)C)F)O (2-chloro-6-fluoro-4-(4,4,5,5-tetramethyl-1,3,2-dioxaborolan-2-yl)phenol). The product is ClC=1C=C(C=C(C1O)F)C=1C=C2C(=C(C=NC2=CC1)C(CCC)=O)NC1=CC=C(C=C1)CN(C)C (1-(6-(3-chloro-5-fluoro-4-hydroxyphenyl)-4-((4-((dimethylamino)methyl)phenyl)amino)quinolin-3-yl)butan-1-one). The yield is 62.8%. As a reaction SMILES: Br[C:2]1[CH:3]=[C:4]2[C:9](=[CH:10][CH:11]=1)[N:8]=[CH:7][C:6]([C:12](=[O:16])[CH2:13][CH2:14][CH3:15])=[C:5]2[NH:17][C:18]1[CH:23]=[CH:22][C:21]([CH2:24][N:25]([CH3:27])[CH3:26])=[CH:20][CH:19]=1.[Cl:28][C:29]1[CH:34]=[C:33](B2OC(C)(C)C(C)(C)O2)[CH:32]=[C:31]([F:44])[C:30]=1[OH:45]>>[Cl:28][C:29]1[CH:34]=[C:33]([C:2]2[CH:3]=[C:4]3[C:9](=[CH:10][CH:11]=2)[N:8]=[CH:7][C:6]([C:12](=[O:16])[CH2:13][CH2:14][CH3:15])=[C:5]3[NH:17][C:18]2[CH:23]=[CH:22][C:21]([CH2:24][N:25]([CH3:26])[CH3:27])=[CH:20][CH:19]=2)[CH:32]=[C:31]([F:44])[C:30]=1[OH:45]. Procedure details: Following general procedure D, 1-(6-bromo-4-((4-((dimethylamino)methyl)phenyl)amino)quinolin-3-yl)butan-1-one (43 mg, 0.10 mmol) was reacted with 2-chloro-6-fluoro-4-(4,4,5,5-tetramethyl-1,3,2-dioxaborolan-2-yl)phenol (41 mg, 0.15 mmol) to afford the desired product (30.9 mg, 63%) as a yellow solid. 1H NMR (500 MHz, MeOD+TFA-d) δ 9.35 (s, 1H), 8.22 (dd, J=8.8, 1.9 Hz, 1H), 8.03 (d, J=8.8 Hz, 1H), 7.85 (d, J=1.9 Hz, 1H), 7.77-7.70 (m, 2H), 7.65-7.58 (m, 2H), 7.08 (dd, J=11.5, 2.1 Hz, 1H), 6.95 (s... Starting materials: C(C)O (ethanol), [OH-].[K+] (potassium hydroxide), C(C)OC(CCCOC=1C=C2C(C(CC2=CC1CCCCCC)(C)C)=O)=O (ethyl4-(6-hexyl-2,2-dimethyl-3-oxoindan-5-yloxy)butyrate). Run in O (water). Product: C(CCCCC)C1=C(C=C2C(C(CC2=C1)(C)C)=O)OCCCC(=O)O (4-(6-hexyl-2,2-dimethyl-3-oxoindan-5-yloxy)butyric acid). Isolated yield 87.8%. As a reaction SMILES: C(O)C.[OH-].[K+].C([O:8][C:9](=[O:32])[CH2:10][CH2:11][CH2:12][O:13][C:14]1[CH:15]=[C:16]2[C:20](=[CH:21][C:22]=1[CH2:23][CH2:24][CH2:25][CH2:26][CH2:27][CH3:28])[CH2:19][C:18]([CH3:30])([CH3:29])[C:17]2=[O:31])C>O>[CH2:23]([C:22]1[CH:21]=[C:20]2[C:16]([C:17](=[O:31])[C:18]([CH3:30])([CH3:29])[CH2:19]2)=[CH:15][C:14]=1[O:13][CH2:12][CH2:11][CH2:10][C:9]([OH:32])=[O:8])[CH2:24][CH2:25][CH2:26][CH2:27][CH3:28] |f:1.2|. Procedure: A mixture of 60 ml of ethanol, 0.4 g (7.2 mmol) of potassium hydroxide, 1.8 g (4.8 mmol) of ethyl4-(6-hexyl-2,2-dimethyl-3-oxoindan-5-yloxy)butyrate and 20 ml of water is heated for 2 hours at the reflux point of the solvents. The solvents are evaporated off and the residue is placed in water and extracted with ether. The aqueous phase is acidified and then extracted with ether. Concentration of the solvents gives 1.46 g of product, which is purified by flash chromatography (95/5 dichloromethane... RXN SMILES: C(OC(=O)[NH:7][C:8]1[CH:13]=[CH:12][CH:11]=[C:10]([O:14][C:15]2[CH:16]=[CH:17][C:18]3[N:19]([N:21]=[C:22]([NH:24][C:25]([CH:27]4[CH2:29][CH2:28]4)=[O:26])[N:23]=3)[CH:20]=2)[CH:9]=1)(C)(C)C.COC1C=CC=CC=1.FC(F)(F)C(O)=O>>[NH2:7][C:8]1[CH:9]=[C:10]([CH:11]=[CH:12][CH:13]=1)[O:14][C:15]1[CH:16]=[CH:17][C:18]2[N:19]([N:21]=[C:22]([NH:24][C:25]([CH:27]3[CH2:29][CH2:28]3)=[O:26])[N:23]=2)[CH:20]=1. The product is NC=1C=C(OC=2C=CC=3N(C2)N=C(N3)NC(=O)C3CC3)C=CC1 (N-[6-(3-aminophenoxy)[1,2,4]triazolo[1,5-a]pyridin-2-yl]cyclopropanecarboxamide). Reactants: C(C)(C)(C)OC(NC1=CC(=CC=C1)OC=1C=CC=2N(C1)N=C(N2)NC(=O)C2CC2)=O (tert-butyl[3-({2-[(cyclopropylcarbonyl)amino][1,2,4]triazolo[1,5-a]pyridin-6-yl}oxy)phenyl]carbamate), COC1=CC=CC=C1 (methoxybenzene), FC(C(=O)O)(F)F (trifluoroacetic acid). Reaction conditions: time 2 hour. Isolated yield 83.2%. Procedure: To a mixture of tert-butyl[3-({2-[(cyclopropylcarbonyl)amino][1,2,4]triazolo[1,5-a]pyridin-6-yl}oxy)phenyl]carbamate (1.79 g, 4.39 mmol) and methoxybenzene (0.5 mL) was added trifluoroacetic acid (8.0 mL) under ice-cooling, and the mixture was stirred at room temperature for 2 hr. The reaction mixture was concentrated under reduced pressure, and 5% aqueous sodium hydrogen carbonate solution (200 mL) was added to the residue. The obtained precipitate was collected by filtration, and washed with w... Starting materials: O=S(=O)(O)Cl, Cn1ccc(=O)c2ccc(Cl)cc21, O. Yields the product Cn1cc(S(=O)(=O)Cl)c(=O)c2ccc(Cl)cc21. As a reaction SMILES: [Cl:14][S:15](=[O:16])(=[O:17])[OH:18].[Cl:1][c:2]1[cH:3][cH:4][c:5]2[c:6](=[O:13])[cH:7][cH:8][n:9]([CH3:12])[c:10]2[cH:11]1.[OH2:19]>>[Cl:1][c:2]1[cH:3][cH:4][c:5]2[c:6](=[O:13])[c:7]([S:15]([Cl:14])(=[O:16])=[O:17])[cH:8][n:9]([CH3:12])[c:10]2[cH:11]1. Starting materials: BrC1=CC(=C(C=C1)S(=O)(=O)N)N (4-bromo-2-aminobenzenesulfonamide), COC1=C(C=CC=C1)B(O)O (2-methoxyphenylboronic acid), C(=O)([O-])[O-].[Na+].[Na+] (Na2CO3). The reagents and catalysts are Cl[Pd]([P](C1=CC=CC=C1)(C2=CC=CC=C2)C3=CC=CC=C3)([P](C4=CC=CC=C4)(C5=CC=CC=C5)C6=CC=CC=C6)Cl (Pd(PPh3)2Cl2). The solvent is COCCOC (1,2-dimethoxyethane). Product: NC1=C(C=CC(=C1)C1=C(C=CC=C1)OC)S(=O)(=O)N (2-amino-4-(2-methoxyphenyl)-benzenesulfonamide). Isolated yield 99.4%. As a reaction SMILES: Br[C:2]1[CH:7]=[CH:6][C:5]([S:8]([NH2:11])(=[O:10])=[O:9])=[C:4]([NH2:12])[CH:3]=1.[CH3:13][O:14][C:15]1[CH:20]=[CH:19][CH:18]=[CH:17][C:16]=1B(O)O.C([O-])([O-])=O.[Na+].[Na+]>COCCOC.Cl[Pd](Cl)([P](C1C=CC=CC=1)(C1C=CC=CC=1)C1C=CC=CC=1)[P](C1C=CC=CC=1)(C1C=CC=CC=1)C1C=CC=CC=1>[NH2:12][C:4]1[CH:3]=[C:2]([C:16]2[CH:17]=[CH:18][CH:19]=[CH:20][C:15]=2[O:14][CH3:13])[CH:7]=[CH:6][C:5]=1[S:8]([NH2:11])(=[O:10])=[O:9] |f:2.3.4,^1:38,57|. Reported procedure: A mixture of 4-bromo-2-aminobenzenesulfonamide (140 mg, 0.56 mmol), 2-methoxyphenylboronic acid (106 mg, 0.70 mmol), Pd(PPh3)2Cl2 (20 mg, 5 mol %) in 1,2-dimethoxyethane (30 ml) and Na2CO3 (2M, 3 ml, 6 mmol) was refluxed under N2 for 4 h. The solvents were removed under reduced pressure and the residue was treated with saturated NaHCO3 (20 ml) and extracted with EtOAc (2×40 ml). The organic layer was washed with brine (20 ml), dried (Na2SO,) and the solvent was removed under reduced pressure. Th... Reactants: C(C=C)(=O)OCC(CCCC)CC (2-ethylhexyl acrylate), 80, C(C(=C)C)(=O)OCCCC (butyl methacrylate), C=CC=C (butadiene), C=CC(C)=C (isoprene), 20, C=CC(C)=C (isoprene). The product is C(C=C)(=O)[O-].C=CC(C)=C.C=CC=C (acrylate isoprene butadiene). Reaction SMILES: [C:1]([O:5][CH2:6][CH:7]([CH2:12]C)[CH2:8][CH2:9]CC)(=[O:4])[CH:2]=[CH2:3].C(O[CH2:20][CH2:21][CH2:22][CH3:23])(=O)C(C)=C.C=CC=C.C=CC(=C)C>>[C:1]([O-:5])(=[O:4])[CH:2]=[CH2:3].[CH2:9]=[CH:8][C:7](=[CH2:6])[CH3:12].[CH2:20]=[CH:21][CH:22]=[CH2:23] |f:4.5.6|. Reported procedure: The procedure of preparation example 3 was repeated with the exception that 70 parts by weight of 2-ethylhexyl acrylate was charged in place of 80 parts by weight of butyl methacrylate and, after sufficient replacement of the atmosphere with nitrogen, 20 parts by weight of butadiene and 10 parts by weight of isoprene were added in place of 20 parts by weight of isoprene, to prepare the objective graft copolymer. The reactants are [H-].[Al+3].[Li+].[H-].[H-].[H-] (lithium aluminum hydride), O1CCCC1 (tetrahydrofuran), ethylene ketal, ethylene ketal, O1CCCC1 (tetrahydrofuran), C(#N)C1(CCC(CC1)=O)C1=CC=CC=C1 (4-cyano-4-phenylcyclohexanone), [OH-].[Na+] (sodium hydroxide). Run in O (water), O (water). The product is C(=O)C1(CCC(CC1)=O)C1=CC=CC=C1 (4-formyl-4-phenylcyclohexanone). The yield is 96.7%. As a reaction SMILES: [H-].[Al+3].[Li+].[H-].[H-].[H-].[O:7]1CCCC1.[C:12]([C:14]1([C:21]2[CH:26]=[CH:25][CH:24]=[CH:23][CH:22]=2)[CH2:19][CH2:18][C:17](=[O:20])[CH2:16][CH2:15]1)#N.[OH-].[Na+]>O>[CH:12]([C:14]1([C:21]2[CH:26]=[CH:25][CH:24]=[CH:23][CH:22]=2)[CH2:19][CH2:18][C:17](=[O:20])[CH2:16][CH2:15]1)=[O:7] |f:0.1.2.3.4.5,8.9|. Procedure: To a well stirred suspension of 2.74 g. (0.072 mole) of lithium aluminum hydride in 170 ml. of tetrahydrofuran, a solution of 34.8 g. (0.143 mole) of 4-cyano-4-phenylcyclohexanone, ethylene ketal in 1700 ml. of tetrahydrofuran is added in a period of about 20 minutes. The mixture is stirred at room temperature for about 1.75 hours, then cooled in an icebath and treated successively with 2.8 ml. of water, 2.8 ml. of 15% sodium hydroxide solution and 8.2 ml. of water. The resulting inorganic gel i... The reactants are N1C[C@H](CCC1)NC(OC(C)(C)C)=O ((5)-tert-butyl piperidin-3-ylcarbamate), CN1N=CC(=C1)B1OC(C(O1)(C)C)(C)C (1-methyl-4-(4,4,5,5-tetramethyl-1,3,2-dioxaborolan-2-yl)-1H-pyrazole), BrC=1C(N(C=C(N1)Br)C)=O (3,5-dibromo-1-methylpyrazin-2(1H)-one), ClC1=CC2=C(C=N1)C=NN2 (6-chloro-1H-pyrazolo[4,3-c]pyridine). The product is N[C@@H]1CN(CCC1)C=1C(N(C=C(N1)N1N=CC=2C=NC(=CC21)C=2C=NN(C2)C)C)=O ((S)-3-(3-Aminopiperidin-1-yl)-1-methyl-5-(6-(1-methyl-1H-pyrazol-4-yl)-1H-pyrazolo[4,3-c]pyridin-1-yl)pyrazin-2(1H)-one). Yield: 18.1%. Reaction SMILES: [NH:1]1[CH2:6][CH2:5][CH2:4][C@H:3]([NH:7]C(=O)OC(C)(C)C)[CH2:2]1.Br[C:16]1[C:17](=[O:24])[N:18]([CH3:23])[CH:19]=[C:20](Br)[N:21]=1.Cl[C:26]1[N:31]=[CH:30][C:29]2[CH:32]=[N:33][NH:34][C:28]=2[CH:27]=1.[CH3:35][N:36]1[CH:40]=[C:39](B2OC(C)(C)C(C)(C)O2)[CH:38]=[N:37]1>>[NH2:7][C@H:3]1[CH2:4][CH2:5][CH2:6][N:1]([C:16]2[C:17](=[O:24])[N:18]([CH3:23])[CH:19]=[C:20]([N:34]3[C:28]4[CH:27]=[C:26]([C:39]5[CH:38]=[N:37][N:36]([CH3:35])[CH:40]=5)[N:31]=[CH:30][C:29]=4[CH:32]=[N:33]3)[N:21]=2)[CH2:2]1. Procedure details: Following the procedures as described in Example 124 and starting with (5)-tert-butyl piperidin-3-ylcarbamate, 3,5-dibromo-1-methylpyrazin-2(1H)-one, 6-chloro-1H-pyrazolo[4,3-c]pyridine, and 1-methyl-4-(4,4,5,5-tetramethyl-1,3,2-dioxaborolan-2-yl)-1H-pyrazole, 242 was obtained as a yellow solid (60 mg, 18.1%) over four steps. 1H NMR (500 MHz, DMSO-d6) δ (ppm) 9.09 (s, 1H), 8.45 (s, 1H), 8.37 (s, 1H), 8.32 (s, 1H), 8.00 (s, 1H), 7.64 (s, 1H), 4.59-4.72 (m, 2H), 3.91 (s, 3H), 3.51 (s, 3H), 2.98-3.... The product is Cl, CNS(=O)(=O)CCc1ccc(Nc2nccc(N(C)c3ccc4c(c3)nc(NCc3ccc(OC)cc3)n4C)n2)cc1. As a reaction SMILES: [CH3:30][NH:31][S:32](=[O:33])(=[O:34])[CH2:35][CH2:36][c:37]1[cH:38][cH:39][c:40]([NH2:43])[cH:41][cH:42]1.[Cl:1][c:2]1[n:3][cH:4][cH:5][c:6]([N:8]([c:9]2[cH:10][c:11]3[c:12]([n:13]([CH3:26])[c:14]([NH:16][CH2:17][c:18]4[cH:19][cH:20][c:21]([O:24][CH3:25])[cH:22][cH:23]4)[n:15]3)[cH:27][cH:28]2)[CH3:29])[n:7]1>>[ClH:1].[c:2]1([NH:43][c:40]2[cH:39][cH:38][c:37]([CH2:36][CH2:35][S:32]([NH:31][CH3:30])(=[O:33])=[O:34])[cH:42][cH:41]2)[n:3][cH:4][cH:5][c:6]([N:8]([c:9]2[cH:10][c:11]3[c:12]([n:13]([CH3:26])[c:14]([NH:16][CH2:17][c:18]4[cH:19][cH:20][c:21]([O:24][CH3:25])[cH:22][cH:23]4)[n:15]3)[cH:27][cH:28]2)[CH3:29])[n:7]1. The reactants are CNS(=O)(=O)CCc1ccc(N)cc1, COc1ccc(CNc2nc3cc(N(C)c4ccnc(Cl)n4)ccc3n2C)cc1.